This data is from the Open Reaction Database (ORD), a public repository of structured organic reaction records. The task is: describe an organic reaction: reactants, conditions, products, and yield Reactants: C(\C=C\CCCCCCC)(=O)O ((E)-2-decenoic acid), Cl.Cl.N1(CCNCC1)C1=CC=C(OCC(=O)OCC)C=C1 (ethyl 2-[4-(1-piperazinyl)phenoxy]acetate dihydrochloride). The product is C(\C=C\CCCCCCC)(=O)N1CCN(CC1)C1=CC=C(OCC(=O)OCC)C=C1 (ethyl 2-[4-[4-((E)-2-decenoyl)piperazin-1-yl]phenoxy]acetate). As a reaction SMILES: [C:1]([OH:12])(=O)/[CH:2]=[CH:3]/[CH2:4][CH2:5][CH2:6][CH2:7][CH2:8][CH2:9][CH3:10].Cl.Cl.[N:15]1([C:21]2[CH:33]=[CH:32][C:24]([O:25][CH2:26][C:27]([O:29][CH2:30][CH3:31])=[O:28])=[CH:23][CH:22]=2)[CH2:20][CH2:19][NH:18][CH2:17][CH2:16]1>>[C:1]([N:18]1[CH2:17][CH2:16][N:15]([C:21]2[CH:22]=[CH:23][C:24]([O:25][CH2:26][C:27]([O:29][CH2:30][CH3:31])=[O:28])=[CH:32][CH:33]=2)[CH2:20][CH2:19]1)(=[O:12])/[CH:2]=[CH:3]/[CH2:4][CH2:5][CH2:6][CH2:7][CH2:8][CH2:9][CH3:10] |f:1.2.3|. Procedure: The same procedures as in Example 2 were carried out using (E)-2-decenoic acid and ethyl 2-[4-(1-piperazinyl)phenoxy]acetate dihydrochloride as starting raw materials, to produce ethyl 2-[4-[4-((E)-2-decenoyl)piperazin-1-yl]phenoxy]acetate (ethyl ester of Compound 47).